From a dataset of the Open Reaction Database (ORD), a public repository of structured organic reaction records. describe an organic reaction: reactants, conditions, products, and yield Yields the product Cc1cc(OCc2ccc(F)cc2F)c(Br)c(=O)n1Cc1cccs1. The reactants are Cc1cc(OCc2ccc(F)cc2F)c(Br)c(=O)[nH]1, CC#N, C1CCOC1, CCOC(C)=O, ClCc1cccs1, [H-], [Na+], O, O. RXN SMILES: [Br:1][c:2]1[c:3](=[O:19])[nH:4][c:5]([CH3:18])[cH:6][c:7]1[O:8][CH2:9][c:10]1[c:11]([F:17])[cH:12][c:13]([F:16])[cH:14][cH:15]1.[C:30](#[N:31])[CH3:32].[CH2:33]1[O:34][CH2:35][CH2:36][CH2:37]1.[CH3:38][CH2:39][O:40][C:41](=[O:42])[CH3:43].[Cl:22][CH2:23][c:24]1[s:25][cH:26][cH:27][cH:28]1.[H-:21].[Na+:20].[OH2:29].[OH2:44]>>[Br:1][c:2]1[c:3](=[O:19])[n:4]([CH2:23][c:24]2[s:25][cH:26][cH:27][cH:28]2)[c:5]([CH3:18])[cH:6][c:7]1[O:8][CH2:9][c:10]1[c:11]([F:17])[cH:12][c:13]([F:16])[cH:14][cH:15]1. Reactants: C(C)C(C(=O)OCC)=C (Ethyl 2-ethylpropenoate), S1C(=CC=C1)CC(=O)O (thiolacetic acid), CCOCC (ether). Reaction conditions: temperature 65 celsius, time 36 hour. Product: C(C)(=O)SCC(C(=O)OCC)CC (Ethyl 2-((acetylthio)methyl)butanoate). As a reaction SMILES: [CH2:1]([C:3](=[CH2:9])[C:4]([O:6][CH2:7][CH3:8])=[O:5])[CH3:2].[S:10]1C=CC=C1CC(O)=O.[CH3:19][CH2:20][O:21]CC>>[C:20]([S:10][CH2:9][CH:3]([CH2:1][CH3:2])[C:4]([O:6][CH2:7][CH3:8])=[O:5])(=[O:21])[CH3:19]. Reported procedure: Ethyl 2-ethylpropenoate (5 g, 39 mmol) was diluted with 5.6 mL (78 mmol) of thiolacetic acid and stirred at 65° C. for 36 h. The mixture was then diluted with ether, washed with water and the organic phase was dried with Na2SO4. Evaporation to dryness yielded the title material as an orange oil which was used as such for the next step.